Dataset: the Open Reaction Database (ORD), a public repository of structured organic reaction records. Task: describe an organic reaction: reactants, conditions, products, and yield Reactants: C(O)([O-])=O.[Na+] (sodium hydrogen carbonate), S(=O)([O-])S(=O)[O-].[Na+].[Na+] (sodium hydrosulfite), FC=1C=C(C=CC1)CCC1=NN=C(O1)C=1C=CC(=C(NC2=CC=C(C=C2)OC)C1)[N+](=O)[O-] (5-[5-[2-(3-fluorophenyl)ethyl]-1,3,4-oxadiazol-2-yl]-N-(4-methoxyphenyl)-2-nitroaniline), O1CCCC1 (tetrahydrofuran). Run in C(C)O (ethanol). Run at time 30 minute. Product: FC=1C=C(C=CC1)CCC1=NN=C(O1)C=1C=C(C(=CC1)N)NC1=CC=C(C=C1)OC (4-[5-[2-(3-fluorophenyl)ethyl]-1,3,4-oxadiazol-2-yl]-N2-(4-methoxyphenyl)benzene-1,2-diamine). Yield: 72.4%. Reaction SMILES: S(S([O-])=O)([O-])=O.[Na+].[Na+].[F:9][C:10]1[CH:11]=[C:12]([CH2:16][CH2:17][C:18]2[O:22][C:21]([C:23]3[CH:24]=[CH:25][C:26]([N+:38]([O-])=O)=[C:27]([CH:37]=3)[NH:28][C:29]3[CH:34]=[CH:33][C:32]([O:35][CH3:36])=[CH:31][CH:30]=3)=[N:20][N:19]=2)[CH:13]=[CH:14][CH:15]=1.O1CCCC1.C(=O)([O-])O.[Na+]>C(O)C>[F:9][C:10]1[CH:11]=[C:12]([CH2:16][CH2:17][C:18]2[O:22][C:21]([C:23]3[CH:37]=[C:27]([NH:28][C:29]4[CH:30]=[CH:31][C:32]([O:35][CH3:36])=[CH:33][CH:34]=4)[C:26]([NH2:38])=[CH:25][CH:24]=3)=[N:20][N:19]=2)[CH:13]=[CH:14][CH:15]=1 |f:0.1.2,5.6|. Reported procedure: To an aqueous solution (5.1 mL) of sodium hydrosulfite (1.15 g, 6.61 mmol) was added a mixed solution of 5-[5-[2-(3-fluorophenyl)ethyl]-1,3,4-oxadiazol-2-yl]-N-(4-methoxyphenyl)-2-nitroaniline (0.20 g, 0.41 mmol), tetrahydrofuran (4.1 mL) and ethanol (2.1 mL) at 0° C., and the resulting mixture was stirred at room temperature for 30 min. A saturated aqueous sodium hydrogen carbonate solution was added to the reaction mixture, and the mixture was extracted with ethyl acetate. The organic layer wa...